This data is from the Open Reaction Database (ORD), a public repository of structured organic reaction records. The task is: describe an organic reaction: reactants, conditions, products, and yield Reactants: Nc1ncnc2[nH]nc(I)c12, CCOC(=O)N=NC(=O)OCC, C1CCOC1, CC(C)(C)OC(=O)N1CCC(O)CC1, c1ccc(P(c2ccccc2)c2ccccc2)cc1. Product: CC(C)(C)OC(=O)N1CCC(n2nc(I)c3c(N)ncnc32)CC1. RXN SMILES: [I:1][c:2]1[n:3][nH:4][c:5]2[n:6][cH:7][n:8][c:9]([NH2:11])[c:10]12.[O:45]=[C:46]([O:47][CH2:48][CH3:49])[N:50]=[N:51][C:52]([O:53][CH2:54][CH3:55])=[O:56].[O:57]1[CH2:58][CH2:59][CH2:60][CH2:61]1.[OH:12][CH:13]1[CH2:14][CH2:15][N:16]([C:19](=[O:20])[O:21][C:22]([CH3:23])([CH3:24])[CH3:25])[CH2:17][CH2:18]1.[c:26]1([P:27]([c:28]2[cH:29][cH:30][cH:31][cH:32][cH:33]2)[c:34]2[cH:35][cH:36][cH:37][cH:38][cH:39]2)[cH:40][cH:41][cH:42][cH:43][cH:44]1>>[I:1][c:2]1[n:3][n:4]([CH:13]2[CH2:14][CH2:15][N:16]([C:19](=[O:20])[O:21][C:22]([CH3:23])([CH3:24])[CH3:25])[CH2:17][CH2:18]2)[c:5]2[n:6][cH:7][n:8][c:9]([NH2:11])[c:10]12. Isolated yield 63.9%. Reaction conditions: temperature 50 celsius, time 72 hour. The product is BrC1=CC=C(C=C1)/C(/C(=O)O)=C\C1CCCCC1 ((E)-2-(4-Bromo-phenyl)-3-cyclohexyl-acrylic acid). Reactants: ( 1-4,days ), C(C)OC(C(=CC1CCCCC1)C1=CC=C(C=C1)Br)=O (2-(4-bromo-phenyl)-3-cyclohexyl-acrylic acid ethyl ester), O (water), [OH-].[Na+] (sodium hydroxide), methyl ester, C[O-].[Na+] (sodium methoxide). Reported procedure: Dissolve E/Z mixture of 2-(4-bromo-phenyl)-3-cyclohexyl-acrylic acid ethyl ester (158.9 g, 472 mmol) in methanol (800 mL) and add the solution to sodium methoxide in methanol (222 mL, 30%). Stir the reaction mixture at 50° C. for 72 h. Add water (17 mL) and 5 N aqueous sodium hydroxide solution (10 mL) and stir at 50° C. until all methyl ester is hydrolyzed (1-4,days). Add water and evaporate the methanol; Add ether (300 mL) and water (200 mL) and adjust the pH to a value of 1 with 1 N HCl. Sepa... Solvent: CO (methanol), CO (methanol). Reaction SMILES: C([O:3][C:4](=[O:20])[C:5]([C:13]1[CH:18]=[CH:17][C:16]([Br:19])=[CH:15][CH:14]=1)=[CH:6][CH:7]1[CH2:12][CH2:11][CH2:10][CH2:9][CH2:8]1)C.C[O-].[Na+].O.[OH-].[Na+]>CO>[Br:19][C:16]1[CH:15]=[CH:14][C:13](/[C:5](=[CH:6]\[CH:7]2[CH2:12][CH2:11][CH2:10][CH2:9][CH2:8]2)/[C:4]([OH:20])=[O:3])=[CH:18][CH:17]=1 |f:1.2,4.5|. The reactants are BrC1=CC=C(C=C1)CCCC(=O)Cl (4-(4-bromo-phenyl)-butyryl chloride), NC1=CC=C(C=C1)C(CCC(=O)OC)=O (4-(4-amino-phenyl)-4-oxo-butyric acid, methyl ester). The product is BrC1=CC=C(C=C1)CCCC(=O)NC1=CC=C(C=C1)C(CCC(=O)O)=O (4-{4-[4-(4-bromo-phenyl)-butyrylamino]-phenyl}-4-oxo-butyric acid). The yield is 85.1%. RXN SMILES: [Br:1][C:2]1[CH:7]=[CH:6][C:5]([CH2:8][CH2:9][CH2:10][C:11](Cl)=[O:12])=[CH:4][CH:3]=1.[NH2:14][C:15]1[CH:20]=[CH:19][C:18]([C:21](=[O:28])[CH2:22][CH2:23][C:24]([O:26]C)=[O:25])=[CH:17][CH:16]=1>>[Br:1][C:2]1[CH:7]=[CH:6][C:5]([CH2:8][CH2:9][CH2:10][C:11]([NH:14][C:15]2[CH:16]=[CH:17][C:18]([C:21](=[O:28])[CH2:22][CH2:23][C:24]([OH:26])=[O:25])=[CH:19][CH:20]=2)=[O:12])=[CH:4][CH:3]=1. Procedure: In a manner similar to that described in Example 3, 4-(4-bromo-phenyl)-butyryl chloride (0.086 g, 0.00033 mol) was allowed to react with 4-(4-amino-phenyl)-4-oxo-butyric acid, methyl ester (0.052 g, 0.00025 mol), and the resulting intermediate was hydrolyzed to give 0.089 g of 4-{4-[4-(4-bromo-phenyl)-butyrylamino]-phenyl}-4-oxo-butyric acid as a yellow solid; MS-(AP+) MH+419.